This data is from the Open Reaction Database (ORD), a public repository of structured organic reaction records. The task is: describe an organic reaction: reactants, conditions, products, and yield Starting materials: ClC1=CC=C2C=CC(=NC2=C1)/C=C/C=1C=C(CO)C=CC1 (trans-3-[2-(7-chloroquinolin-2-yl)ethenyl]benzyl alcohol), C(Cl)(Cl)Cl (CHCl3), CO (MeOH). Run in O=S(Cl)Cl (SOCl2). Reaction conditions: time 24 hour. The product is ClC1=CC=C2C=CC(=NC2=C1)/C=C/C=1C=C(CCl)C=CC1 (trans-3-[2-(7-chloroquinolin-2-yl)ethenyl]benzyl chloride). As a reaction SMILES: [Cl:1][C:2]1[CH:11]=[C:10]2[C:5]([CH:6]=[CH:7][C:8](/[CH:12]=[CH:13]/[C:14]3[CH:15]=[C:16]([CH:19]=[CH:20][CH:21]=3)[CH2:17]O)=[N:9]2)=[CH:4][CH:3]=1.CO.C(Cl)(Cl)[Cl:25]>O=S(Cl)Cl>[Cl:1][C:2]1[CH:11]=[C:10]2[C:5]([CH:6]=[CH:7][C:8](/[CH:12]=[CH:13]/[C:14]3[CH:15]=[C:16]([CH:19]=[CH:20][CH:21]=3)[CH2:17][Cl:25])=[N:9]2)=[CH:4][CH:3]=1. Procedure: To a solution of 813 mg (2.75 mmol) of trans-3-[2-(7-chloroquinolin-2-yl)ethenyl]benzyl alcohol in 40 ml of CHCl3, 1.0 ml of SOCl2 was added, followed by stirring at room temperature for 24 hours. A small amount of MeOH was added to the reaction mixture and the solvent was distilled off under reduced pressure, whereby trans-3-[2-(7-chloroquinolin-2-yl)ethenyl]benzyl chloride was obtained as pale yellow powder. The reactants are ClC1=C(C(=O)O)C=C(C(=C1)F)F (2-chloro-4,5-difluorobenzoic acid), CN(C=O)C (dimethylformamide), C(C(=O)Cl)(=O)Cl (oxalyl chloride). The solvent is C(C)#N (acetonitrile). Product: ClC1=C(C(=O)Cl)C=C(C(=C1)F)F (2-chloro-4,5-difluorobenzoic acid chloride). Reaction SMILES: [Cl:1][C:2]1[CH:10]=[C:9]([F:11])[C:8]([F:12])=[CH:7][C:3]=1[C:4](O)=[O:5].CN(C)C=O.C(Cl)(=O)C([Cl:21])=O>C(#N)C>[Cl:1][C:2]1[CH:10]=[C:9]([F:11])[C:8]([F:12])=[CH:7][C:3]=1[C:4]([Cl:21])=[O:5]. Procedure: In accordance with the above reaction scheme, a solution of 2-chloro-4,5-difluorobenzoic acid (V) in acetonitrile containing a catalytic amount of dimethylformamide is reacted under an inert atmosphere with the dropwise addition of oxalyl chloride, giving 2-chloro-4,5-difluorobenzoic acid chloride (VI) which is dissolved in diethyl ether and slowly added to a cold solution of magnesium diethylmalonate, followed by the addition to ice water and acidification to pH 2.5, giving (2-chloro-4,5-difluo... The reactants are ClC1=CC(=NC(=N1)C1=CC=CC=C1)OCCC(C)C (6-chloro-4-(3-methylbut-1-oxy)-2-phenylpyrimidine), ClC1=NC(=NC(=C1)Cl)C1=CC=CC=C1 (4,6-dichloro-2-phenylpyrimidine), ClC1=NC(=NC(=C1)Cl)CCCCCCCCCC (4,6-dichloro-2-decylpyrimidine). Product: ClC1=CC(=NC(=N1)CCCCCCCCCC)OCCC(C)C (6-chloro-4-(3-methylbut-1-oxy)-2-decylpyrimidine). RXN SMILES: [Cl:1][C:2]1[N:7]=[C:6]([C:8]2[CH:13]=[CH:12][CH:11]=[CH:10][CH:9]=2)[N:5]=[C:4]([O:14][CH2:15][CH2:16][CH:17]([CH3:19])[CH3:18])[CH:3]=1.ClC1C=C(Cl)N=[C:23]([C:28]2C=CC=[CH:30][CH:29]=2)N=1.ClC1C=C(Cl)N=C(CCCCCCCCCC)N=1>>[Cl:1][C:2]1[N:7]=[C:6]([CH2:8][CH2:13][CH2:12][CH2:11][CH2:10][CH2:9][CH2:23][CH2:28][CH2:29][CH3:30])[N:5]=[C:4]([O:14][CH2:15][CH2:16][CH:17]([CH3:18])[CH3:19])[CH:3]=1. Procedure details: The compound of Example 24 is prepared analogously to the compound of Example 3, with 4,6-dichloro-2-phenylpyrimidine being replaced by 4,6-dichloro-2-decylpyrimidine. Starting materials: C1(=C(C=CC=C1)C(=O)N1CC2CNCC2C1)C1=CC=CC=C1 (Biphenyl-2-yl-(hexahydro-pyrrolo[3,4-c]pyrrol-2-yl)-methanone), ClC1=NC=CC(=N1)C (2-chloro-4-methyl-pyrimidine). Yields the product C1(=C(C=CC=C1)C(=O)N1CC2CN(CC2C1)C1=NC=CC(=N1)C)C1=CC=CC=C1 (2-(Biphenyl-2-ylcarbonyl)-5-(4-methylpyrimidin-2-yl)octahydropyrrolo[3,4-c]pyrrole). Reaction SMILES: [C:1]1([C:17]2[CH:22]=[CH:21][CH:20]=[CH:19][CH:18]=2)[CH:6]=[CH:5][CH:4]=[CH:3][C:2]=1[C:7]([N:9]1[CH2:16][CH:15]2[CH:11]([CH2:12][NH:13][CH2:14]2)[CH2:10]1)=[O:8].Cl[C:24]1[N:29]=[C:28]([CH3:30])[CH:27]=[CH:26][N:25]=1>>[C:1]1([C:17]2[CH:22]=[CH:21][CH:20]=[CH:19][CH:18]=2)[CH:6]=[CH:5][CH:4]=[CH:3][C:2]=1[C:7]([N:9]1[CH2:10][CH:11]2[CH:15]([CH2:14][N:13]([C:24]3[N:29]=[C:28]([CH3:30])[CH:27]=[CH:26][N:25]=3)[CH2:12]2)[CH2:16]1)=[O:8]. Reported procedure: The title compound was prepared in a manner analogous to Example 15 utilizing Intermediate 17 and 2-chloro-4-methyl-pyrimidine. MS (ESI) mass calcd. for C24H24N4O, 384.49; m/z found, 385.2 [M+H]+. Product: COC1=CC(=C(C(=C1)C)S(=O)(=O)N(CC=1OC=C(C1)C(=O)N1CCC(CC1)CN1CCCC1)C)C (4-methoxy-N,2,6-trimethyl-N-[(4-{[4-(pyrrolidin-1-ylmethyl)piperidin-1-yl]carbonyl}furan-2-yl)methyl]benzenesulfonamide). Procedure: The title compound was prepared according to general procedure AG using 5-({[(4-Methoxy-2,6-dimethylphenyl)sulfonyl](methyl)amino}methyl)furan-3-carboxylic acid (60 mg, 0.17 mmol), EDCI (33 mg, 0.17 mmol), HOAt (24 mg, 0.17 mmol and 4-(pyrrolidin-1-ylmethyl)piperidine (28 mg, 0.17 mmol) in DMF (1 mL). The crude product was purified by FCC and then using prep method C. Reactants: COC1=CC(=C(C(=C1)C)S(=O)(=O)N(C)CC1=CC(=CO1)C(=O)O)C (5-({[(4-Methoxy-2,6-dimethylphenyl)sulfonyl](methyl)amino}methyl)furan-3-carboxylic acid), N1(CCCC1)CC1CCNCC1 (4-(pyrrolidin-1-ylmethyl)piperidine), CCN=C=NCCCN(C)C (EDCI), C1=CC2=C(N=C1)N(N=N2)O (HOAt). Run in CN(C)C=O (DMF). As a reaction SMILES: [CH3:1][O:2][C:3]1[CH:8]=[C:7]([CH3:9])[C:6]([S:10]([N:13]([CH2:15][C:16]2[O:20][CH:19]=[C:18]([C:21]([OH:23])=O)[CH:17]=2)[CH3:14])(=[O:12])=[O:11])=[C:5]([CH3:24])[CH:4]=1.CCN=C=NCCCN(C)C.C1C=NC2N(O)N=NC=2C=1.[N:46]1([CH2:51][CH:52]2[CH2:57][CH2:56][NH:55][CH2:54][CH2:53]2)[CH2:50][CH2:49][CH2:48][CH2:47]1>CN(C=O)C>[CH3:1][O:2][C:3]1[CH:4]=[C:5]([CH3:24])[C:6]([S:10]([N:13]([CH3:14])[CH2:15][C:16]2[O:20][CH:19]=[C:18]([C:21]([N:55]3[CH2:54][CH2:53][CH:52]([CH2:51][N:46]4[CH2:50][CH2:49][CH2:48][CH2:47]4)[CH2:57][CH2:56]3)=[O:23])[CH:17]=2)(=[O:11])=[O:12])=[C:7]([CH3:9])[CH:8]=1. Reactants: SC1=CC=NC=C1 (4-mercaptopyridine), COC1=CC=C(COC(=O)C2=C(CS[C@H]3N2C([C@H]3NC(C(=NOC)C=3N=C(SC3)NC(=O)OC(C)(C)C)=O)=O)CCl)C=C1 (7β-[2-(2-t-butoxycarbonylamino-4-thiazolyl)-2-methoxyiminoacetamido]-3-chloromethyl-3-cephem-4-carboxylic acid p-methoxybenzyl ester), C[O-].[Na+] (sodium methoxide), CO (methanol). Run in CN(C=O)C (N,N-dimethylformamide), C(C)(=O)OCC (ethyl acetate). Conditions: time 10 minute. The product is COC1=CC=C(COC(=O)C2=C(CS[C@H]3N2C([C@H]3NC(C(=NOC)C=3N=C(SC3)NC(=O)OC(C)(C)C)=O)=O)CSC3=CC=NC=C3)C=C1 (7β-[2-(2-t-butoxycarbonylamino-4-thiazolyl)-2-methoxyiminoacetamido]-3-(4-pyridyl)thiomethyl-3-cephem-4-carboxylic acid p-methoxybenzyl ester). Yield: 97.4%. RXN SMILES: [SH:1][C:2]1[CH:7]=[CH:6][N:5]=[CH:4][CH:3]=1.C[O-].[Na+].CO.[CH3:13][O:14][C:15]1[CH:55]=[CH:54][C:18]([CH2:19][O:20][C:21]([C:23]2[N:28]3[C:29](=[O:51])[C@@H:30]([NH:31][C:32](=[O:50])[C:33]([C:37]4[N:38]=[C:39]([NH:42][C:43]([O:45][C:46]([CH3:49])([CH3:48])[CH3:47])=[O:44])[S:40][CH:41]=4)=[N:34][O:35][CH3:36])[C@H:27]3[S:26][CH2:25][C:24]=2[CH2:52]Cl)=[O:22])=[CH:17][CH:16]=1>CN(C)C=O.C(OCC)(=O)C>[CH3:13][O:14][C:15]1[CH:16]=[CH:17][C:18]([CH2:19][O:20][C:21]([C:23]2[N:28]3[C:29](=[O:51])[C@@H:30]([NH:31][C:32](=[O:50])[C:33]([C:37]4[N:38]=[C:39]([NH:42][C:43]([O:45][C:46]([CH3:49])([CH3:48])[CH3:47])=[O:44])[S:40][CH:41]=4)=[N:34][O:35][CH3:36])[C@H:27]3[S:26][CH2:25][C:24]=2[CH2:52][S:1][C:2]2[CH:7]=[CH:6][N:5]=[CH:4][CH:3]=2)=[O:22])=[CH:54][CH:55]=1 |f:1.2|. Procedure: To a solution of 4-mercaptopyridine (222 mg; 2 Eq.) in N,N-dimethylformamide (10 ml) keeping at 0° C. is added a solution of sodium methoxide in methanol (1.5 Eq.). To this mixture is added 7β-[2-(2-t-butoxycarbonylamino-4-thiazolyl)-2-methoxyiminoacetamido]-3-chloromethyl-3-cephem-4-carboxylic acid p-methoxybenzyl ester (2) (652 mg; 1 mMol.), and the mixture is stirred for 10 minutes. The reaction mixture is diluted with ethyl acetate, washed with water, dried, and concentrated under reduced pr... Starting materials: BrC1=CC=C(C=C1)CCCCCCC (1-bromo-4-heptylbenzene), C([O-])([O-])=O.[Na+].[Na+] (sodium carbonate), FC1=NC(=CC=C1B(O)O)C1=CC=C(C=C1)CCCCCCCCC (2-fluoro-6-(4-nonylphenyl)pyridine-3-boronic acid), C(C)O (ethanol). Reagents/catalysts: C=1C=CC(=CC1)[P](C=2C=CC=CC2)(C=3C=CC=CC3)[Pd]([P](C=4C=CC=CC4)(C=5C=CC=CC5)C=6C=CC=CC6)([P](C=7C=CC=CC7)(C=8C=CC=CC8)C=9C=CC=CC9)[P](C=1C=CC=CC1)(C=1C=CC=CC1)C=1C=CC=CC1 (tetrakis(triphenylphosphine)palladium(0)). Run in C1(=CC=CC=C1)C (toluene), O (water). The product is FC1=NC(=CC=C1C1=CC=C(C=C1)CCCCCCC)C1=CC=C(C=C1)CCCCCCCCC (2-fluoro-3-(4-heptylphenyl)-6-(4-nonylphenyl)pyridine). The yield is 39.1%. Reaction SMILES: Br[C:2]1[CH:7]=[CH:6][C:5]([CH2:8][CH2:9][CH2:10][CH2:11][CH2:12][CH2:13][CH3:14])=[CH:4][CH:3]=1.[F:15][C:16]1[C:21](B(O)O)=[CH:20][CH:19]=[C:18]([C:25]2[CH:30]=[CH:29][C:28]([CH2:31][CH2:32][CH2:33][CH2:34][CH2:35][CH2:36][CH2:37][CH2:38][CH3:39])=[CH:27][CH:26]=2)[N:17]=1.C(O)C.C(=O)([O-])[O-].[Na+].[Na+]>C1(C)C=CC=CC=1.O.C1C=CC([P]([Pd]([P](C2C=CC=CC=2)(C2C=CC=CC=2)C2C=CC=CC=2)([P](C2C=CC=CC=2)(C2C=CC=CC=2)C2C=CC=CC=2)[P](C2C=CC=CC=2)(C2C=CC=CC=2)C2C=CC=CC=2)(C2C=CC=CC=2)C2C=CC=CC=2)=CC=1>[F:15][C:16]1[C:21]([C:2]2[CH:7]=[CH:6][C:5]([CH2:8][CH2:9][CH2:10][CH2:11][CH2:12][CH2:13][CH3:14])=[CH:4][CH:3]=2)=[CH:20][CH:19]=[C:18]([C:25]2[CH:26]=[CH:27][C:28]([CH2:31][CH2:32][CH2:33][CH2:34][CH2:35][CH2:36][CH2:37][CH2:38][CH3:39])=[CH:29][CH:30]=2)[N:17]=1 |f:3.4.5,^1:60,62,81,100|. Procedure details: A solution of 48 mmol of 1-bromo-4-heptylbenzene in 155 ml of toluene is admixed with 48 mmol of 2-fluoro-6-(4-nonylphenyl)pyridine-3-boronic acid, 77 ml of ethanol, a solution of 96 mmol of sodium carbonate in 77 ml of water and 0.5 mmol of tetrakis(triphenylphosphine)palladium(0) at room temperature. The mixture is heated at the boil for 7 h. After cooling, the phases are separated, the aqueous phase is extracted with tert-butyl methyl ether and the combined organic phases are washed with wate...